From a dataset of the Open Reaction Database (ORD), a public repository of structured organic reaction records. describe an organic reaction: reactants, conditions, products, and yield Reactants: Cc1cc(O)cc(C)c1Br, CI, CC(C)=O. The product is COc1cc(C)c(Br)c(C)c1. Reaction SMILES: [Br:1][c:2]1[c:3]([CH3:10])[cH:4][c:5]([OH:9])[cH:6][c:7]1[CH3:8].[CH3:11][I:12].[CH3:13][C:14](=[O:15])[CH3:16]>>[Br:1][c:2]1[c:3]([CH3:10])[cH:4][c:5]([O:9][CH3:11])[cH:6][c:7]1[CH3:8]. Starting materials: BrCc1ccccc1, O=C([O-])[O-], CCC(C)=O, COC(=O)c1cc(C(C)=O)ccc1O, [K+], [K+]. The product is COC(=O)c1cc(C(C)=O)ccc1OCc1ccccc1. As a reaction SMILES: [Br:15][CH2:16][c:17]1[cH:18][cH:19][cH:20][cH:21][cH:22]1.[C:23](=[O:24])([O-:25])[O-:26].[CH2:29]([C:30]([CH3:31])=[O:32])[CH3:33].[CH3:1][O:2][C:3]([c:4]1[c:5]([OH:6])[cH:7][cH:8][c:9]([C:11]([CH3:12])=[O:13])[cH:10]1)=[O:14].[K+:27].[K+:28]>>[CH3:1][O:2][C:3]([c:4]1[c:5]([O:6][CH2:16][c:17]2[cH:18][cH:19][cH:20][cH:21][cH:22]2)[cH:7][cH:8][c:9]([C:11]([CH3:12])=[O:13])[cH:10]1)=[O:14]. The reactants are CC(=O)O, CCO, CC(C)(C)OC(=O)N1CCC(Nc2cc(Cl)ncn2)C1, Nc1ccc(Oc2ccccc2)cc1. The product is CC(C)(C)OC(=O)N1CCC(Nc2cc(Nc3ccc(Oc4ccccc4)cc3)ncn2)C1. RXN SMILES: [CH3:35][C:36](=[O:37])[OH:38].[CH3:39][CH2:40][OH:41].[Cl:1][c:2]1[cH:3][c:4]([NH:8][CH:9]2[CH2:10][N:11]([C:14](=[O:15])[O:16][C:17]([CH3:18])([CH3:19])[CH3:20])[CH2:12][CH2:13]2)[n:5][cH:6][n:7]1.[O:21]([c:22]1[cH:23][cH:24][cH:25][cH:26][cH:27]1)[c:28]1[cH:29][cH:30][c:31]([NH2:32])[cH:33][cH:34]1>>[c:2]1([NH:32][c:31]2[cH:30][cH:29][c:28]([O:21][c:22]3[cH:23][cH:24][cH:25][cH:26][cH:27]3)[cH:34][cH:33]2)[cH:3][c:4]([NH:8][CH:9]2[CH2:10][N:11]([C:14](=[O:15])[O:16][C:17]([CH3:18])([CH3:19])[CH3:20])[CH2:12][CH2:13]2)[n:5][cH:6][n:7]1. RXN SMILES: [C:1]([CH3:2])([CH3:3])([CH3:4])[C:5]1=[CH:14][CH2:13][C:12]([CH3:15])([CH3:16])[c:11]2[c:6]1[cH:7][c:8]([CH3:29])[c:9]([NH:17][c:18]1[cH:19][cH:20][c:21]([C:22](=[O:23])[O:24][CH2:25][CH3:26])[cH:27][cH:28]1)[cH:10]2.[CH:30]([CH3:31])=[O:32]>>[C:1]([CH3:2])([CH3:3])([CH3:4])[C:5]1=[CH:14][CH2:13][C:12]([CH3:15])([CH3:16])[c:11]2[c:6]1[cH:7][c:8]([CH3:29])[c:9]([N:17]([c:18]1[cH:19][cH:20][c:21]([C:22](=[O:23])[O:24][CH2:25][CH3:26])[cH:27][cH:28]1)[CH2:30][CH3:31])[cH:10]2. Product: CCOC(=O)c1ccc(N(CC)c2cc3c(cc2C)C(C(C)(C)C)=CCC3(C)C)cc1. The reactants are CCOC(=O)c1ccc(Nc2cc3c(cc2C)C(C(C)(C)C)=CCC3(C)C)cc1, CC=O. Reactants: BrCCCOc1ccc2oc3ccccc3c2c1, CCOC(=O)C(Cc1ccc(O)cc1)OC. Product: CCOC(=O)C(Cc1ccc(OCCCOc2ccc3oc4ccccc4c3c2)cc1)OC. RXN SMILES: [Br:1][CH2:2][CH2:3][CH2:4][O:5][c:6]1[cH:7][c:8]2[c:9]([o:10][c:11]3[c:12]2[cH:13][cH:14][cH:15][cH:16]3)[cH:17][cH:18]1.[CH2:19]([CH3:20])[O:21][C:22]([CH:23]([CH2:24][c:25]1[cH:26][cH:27][c:28]([OH:31])[cH:29][cH:30]1)[O:32][CH3:33])=[O:34]>>[CH2:2]([CH2:3][CH2:4][O:5][c:6]1[cH:7][c:8]2[c:9]([o:10][c:11]3[c:12]2[cH:13][cH:14][cH:15][cH:16]3)[cH:17][cH:18]1)[O:31][c:28]1[cH:27][cH:26][c:25]([CH2:24][CH:23]([C:22]([O:21][CH2:19][CH3:20])=[O:34])[O:32][CH3:33])[cH:30][cH:29]1. Starting materials: S(=O)(=O)(OC[C@@H]([C@@H](CCC1=CC=CC=C1)C)O[Si](C)(C)C(C)(C)C)C1=CC=C(C)C=C1 ((2R,3R)-2-(tert-Butyldimethylsilyloxy)-3-methyl-5-phenylpent-1-yl Tosylate), C1CC(=O)N(C1=O)Br (NBS), CC(C)(C#N)N=NC(C)(C)C#N (AIBN). Solvent: C(Cl)(Cl)(Cl)Cl (CCl4). Run at time 15 minute. Yields the product S(=O)(=O)(OC[C@@H]([C@@H](CC(C1=CC=CC=C1)Br)C)O[Si](C)(C)C(C)(C)C)C1=CC=C(C)C=C1 ((2R,3R,5RS)-2-(tert-Butyldimethylsilyloxy)-3-methyl-5-bromo-5-phenylpent-1-yl Tosylate). Yield: 104.8%. As a reaction SMILES: [S:1]([C:25]1[CH:31]=[CH:30][C:28]([CH3:29])=[CH:27][CH:26]=1)([O:4][CH2:5][C@H:6]([O:17][Si:18]([C:21]([CH3:24])([CH3:23])[CH3:22])([CH3:20])[CH3:19])[C@H:7]([CH3:16])[CH2:8][CH2:9][C:10]1[CH:15]=[CH:14][CH:13]=[CH:12][CH:11]=1)(=[O:3])=[O:2].C1C(=O)N([Br:39])C(=O)C1.CC(N=NC(C#N)(C)C)(C#N)C>C(Cl)(Cl)(Cl)Cl>[S:1]([C:25]1[CH:26]=[CH:27][C:28]([CH3:29])=[CH:30][CH:31]=1)([O:4][CH2:5][C@H:6]([O:17][Si:18]([C:21]([CH3:23])([CH3:24])[CH3:22])([CH3:19])[CH3:20])[C@H:7]([CH3:16])[CH2:8][CH:9]([Br:39])[C:10]1[CH:15]=[CH:14][CH:13]=[CH:12][CH:11]=1)(=[O:2])=[O:3]. Reported procedure: To a 5 L 3-neck round-bottom flask equipped with a mechanical stirrer, reflux condenser and nitrogen inlet was added CCl4 (1680 mL), tosylate 19 (140 g, 0.30 mol), NBS (65 g, 0.365 mol) and AIBN (16.5 g, 0.10 mol). The mixture was degassed by evacuation under full vacuum with stirring, and backfilling with nitrogen (3×). The reaction mixture was then heated to reflux, whereupon the color became dark brown. After 15 min at vigorous reflux, the reaction mixture became light yellow, and chromatogra... The reactants are Cl (HCl), C(C)OC1=C(C(C1=O)=O)N[C@@H]1CC[C@H](CC1)CCN1C[C@@H]2[C@@H](C1)C=1C=C(C=CC1OC2)C#N ((3aS,9bR)-2-(2-{trans-4-[(2-Ethoxy-3,4-dioxocyclobuten-1-yl)amino]-cyclohexyl}ethyl)-1,2,3,3a,4,9b-hexahydrochromeno[3,4-c]pyrrole-8-carbonitrile), saturated solution, N (ammonia). Solvent: C(C)O (ethanol), C(C)#N (acetonitrile), C(C)O (ethanol). Product: Cl.NC1=C(C(C1=O)=O)N[C@@H]1CC[C@H](CC1)CCN1C[C@@H]2[C@@H](C1)C=1C=C(C=CC1OC2)C#N ((3aS,9bR)-2-{2-[trans-4-[(2-Amino-3,4-dioxocyclobuten-1-yl)amino]cyclohexyl]ethyl}-1,2,3,3a,4,9b-hexahydrochromeno[3,4-c]pyrrole-8-carbonitrile hydrochloride). RXN SMILES: C(O[C:4]1[C:7](=[O:8])[C:6](=[O:9])[C:5]=1[NH:10][C@H:11]1[CH2:16][CH2:15][C@H:14]([CH2:17][CH2:18][N:19]2[CH2:23][C@H:22]3[C:24]4[CH:25]=[C:26]([C:32]#[N:33])[CH:27]=[CH:28][C:29]=4[O:30][CH2:31][C@@H:21]3[CH2:20]2)[CH2:13][CH2:12]1)C.[NH3:34].[ClH:35]>C(O)C.C(#N)C>[ClH:35].[NH2:34][C:4]1[C:7](=[O:8])[C:6](=[O:9])[C:5]=1[NH:10][C@H:11]1[CH2:16][CH2:15][C@H:14]([CH2:17][CH2:18][N:19]2[CH2:23][C@H:22]3[C:24]4[CH:25]=[C:26]([C:32]#[N:33])[CH:27]=[CH:28][C:29]=4[O:30][CH2:31][C@@H:21]3[CH2:20]2)[CH2:13][CH2:12]1 |f:5.6|. Procedure details: A solution of 1.17 g of the compound obtained in Step A of Example 20 (2.61 mmol) in 13 ml of ethanol is treated with 13 ml of a saturated solution of ammonia in acetonitrile for 16 hours. The solid obtained is filtered off and then washed with ethyl acetate to finally yield, after converting to a salt in ethanol in the warm state using 1N ethereal HCl, the title product. The reactants are [Br-], COCCOCCOC(=O)C[P+](c1ccccc1)(c1ccccc1)c1ccccc1, [Na+], [OH-], O. Product: COCCOCCOC(=O)C=P(c1ccccc1)(c1ccccc1)c1ccccc1. RXN SMILES: [Br-:1].[CH3:2][O:3][CH2:4][CH2:5][O:6][CH2:7][CH2:8][O:9][C:10](=[O:11])[CH2:12][P+:13]([c:14]1[cH:15][cH:16][cH:17][cH:18][cH:19]1)([c:20]1[cH:21][cH:22][cH:23][cH:24][cH:25]1)[c:26]1[cH:27][cH:28][cH:29][cH:30][cH:31]1.[Na+:33].[OH-:32].[OH2:34]>>[CH3:2][O:3][CH2:4][CH2:5][O:6][CH2:7][CH2:8][O:9][C:10](=[O:11])[CH:12]=[P:13]([c:14]1[cH:15][cH:16][cH:17][cH:18][cH:19]1)([c:20]1[cH:21][cH:22][cH:23][cH:24][cH:25]1)[c:26]1[cH:27][cH:28][cH:29][cH:30][cH:31]1.